This data is from the Open Reaction Database (ORD), a public repository of structured organic reaction records. The task is: describe an organic reaction: reactants, conditions, products, and yield Starting materials: ClC(Cl)Cl, CC(C)(C)OCl, N#Cc1ccc2ccc(O)cc2c1. The product is N#Cc1ccc2ccc(O)c(Cl)c2c1. Reaction SMILES: [CH:20]([Cl:21])([Cl:22])[Cl:23].[Cl:14][O:15][C:16]([CH3:17])([CH3:18])[CH3:19].[OH:1][c:2]1[cH:3][cH:4][c:5]2[cH:6][cH:7][c:8]([C:12]#[N:13])[cH:9][c:10]2[cH:11]1>>[OH:1][c:2]1[cH:3][cH:4][c:5]2[cH:6][cH:7][c:8]([C:12]#[N:13])[cH:9][c:10]2[c:11]1[Cl:14]. The reactants are Br.N[C@H](C(=O)O)CCBr ((S)-2-amino-4-bromo-butyric acid hydrobromide), S(=O)(Cl)Cl (thionyl chloride), C(C1=CC=CC=C1)O (benzyl alcohol). Run at temperature 70 celsius, time 2 hour. Yields the product Cl.C(C1=CC=CC=C1)OC([C@H](CCBr)N)=O ((S)-2-amino-4-bromo-butyric acid benzyl ester hydrochloride), solid. Reaction SMILES: Br.[NH2:2][C@@H:3]([CH2:7][CH2:8][Br:9])[C:4]([OH:6])=[O:5].S(Cl)([Cl:12])=O.[CH2:14](O)[C:15]1[CH:20]=[CH:19][CH:18]=[CH:17][CH:16]=1>>[ClH:12].[CH2:14]([O:5][C:4](=[O:6])[C@@H:3]([NH2:2])[CH2:7][CH2:8][Br:9])[C:15]1[CH:20]=[CH:19][CH:18]=[CH:17][CH:16]=1 |f:0.1,4.5|. Reported procedure: To a solution of (S)-2-amino-4-bromo-butyric acid hydrobromide (2 g, 7.6 mmol) in benzyl alcohol (10 ml), at 0° C., was added thionyl chloride (1.11 ml, 15.21 mmol). The solution was stirred at 70° C. for 2 hour, cooled and concentrated in vacuo. Heptane was added and the mixture was concentrated. The oil was dissolved in toluene, ether added and initial precipitate filtered. The filtrate was allowed to stand overnight and the second precipitate filtered and dried in vacuo to provide (S)-2-amino... The reactants are FC1=CC=C(C=C1)C(C(C(C(=O)OCC)=O)C)=NO (Ethyl 4-(4-fluorophenyl)-4-(hydroxyimino)-3-methyl-2-oxobutanoate), S(O)(O)(=O)=O (sulfuric acid), C([O-])(O)=O.[Na+] (sodium bicarbonate). Run in C(C)O (ethanol). The product is FC1=CC=C(C=C1)C1=NOC(=C1C)C(=O)OCC (Ethyl 3-(4-fluorophenyl)-4-methylisoxazole-5-carboxylate). Isolated yield 91.3%. RXN SMILES: [F:1][C:2]1[CH:7]=[CH:6][C:5]([C:8](=[N:18][OH:19])[CH:9]([CH3:17])[C:10](=O)[C:11]([O:13][CH2:14][CH3:15])=[O:12])=[CH:4][CH:3]=1.S(=O)(=O)(O)O.C(=O)(O)[O-].[Na+]>C(O)C>[F:1][C:2]1[CH:3]=[CH:4][C:5]([C:8]2[C:9]([CH3:17])=[C:10]([C:11]([O:13][CH2:14][CH3:15])=[O:12])[O:19][N:18]=2)=[CH:6][CH:7]=1 |f:2.3|. Procedure details: Ethyl 4-(4-fluorophenyl)-4-(hydroxyimino)-3-methyl-2-oxobutanoate (10.1 g, 37.8 mmol) and concentrated sulfuric acid (10 mL) were added to 150 mL of absolute ethanol and the mixture was refluxed for 20 hours. After the mixture cooled to room temperature, saturated sodium bicarbonate solution was added to neutralize the mixture. The product was extracted with EtOAc and the combined organic layer was dried over MgSO4 and concentrated to give 8.6 g of the title compound. MS: (+) m/z 250.41 (M+1). Reactants: ClCCl, CCOCC, COCCO, CCN(C(C)C)C(C)C, COCC#Cc1ccc(Nc2c(C#N)cnc3cc(OCCCCl)c(OC)cc23)c2c1OCO2, Cl, O=C(O)C(F)(F)F, FCCN1CCNCC1, [I-], [Na+]. Product: COCC#Cc1ccc(Nc2c(C#N)cnc3cc(OCCCN4CCN(CCF)CC4)c(OC)cc23)c2c1OCO2, Cl, Cl. RXN SMILES: [CH2:63]([Cl:64])[Cl:65].[CH3:66][CH2:67][O:68][CH2:69][CH3:70].[CH3:71][O:72][CH2:73][CH2:74][OH:75].[CH:51]([N:52]([CH:53]([CH3:54])[CH3:55])[CH2:56][CH3:57])([CH3:58])[CH3:59].[Cl:1][CH2:2][CH2:3][CH2:4][O:5][c:6]1[c:7]([O:33][CH3:34])[cH:8][c:9]2[c:10]([NH:18][c:19]3[c:20]4[c:21]([c:22]([C:25]#[C:26][CH2:27][O:28][CH3:29])[cH:23][cH:24]3)[O:30][CH2:31][O:32]4)[c:11]([C:16]#[N:17])[cH:12][n:13][c:14]2[cH:15]1.[ClH:62].[F:35][C:36]([F:37])([F:38])[C:39]([OH:40])=[O:41].[F:42][CH2:43][CH2:44][N:45]1[CH2:46][CH2:47][NH:48][CH2:49][CH2:50]1.[I-:61].[Na+:60]>>[CH2:2]([CH2:3][CH2:4][O:5][c:6]1[c:7]([O:33][CH3:34])[cH:8][c:9]2[c:10]([NH:18][c:19]3[c:20]4[c:21]([c:22]([C:25]#[C:26][CH2:27][O:28][CH3:29])[cH:23][cH:24]3)[O:30][CH2:31][O:32]4)[c:11]([C:16]#[N:17])[cH:12][n:13][c:14]2[cH:15]1)[N:48]1[CH2:47][CH2:46][N:45]([CH2:44][CH2:43][F:42])[CH2:50][CH2:49]1.[ClH:1].[ClH:62]. Reactants: COC(=O)C1=C(C=2C(=NC=CN2)N(C1=O)C)OC(C(C)C)=O (8-isobutyryloxy-5-methyl-6-oxo-5,6-dihydro-pyrido[2,3-b]pyrazine-7-carboxylic acid methyl ester), ONC(C)=N (N-hydroxy-acetamidine), B5. The solvent is C1(=CC=CC=C1)C (toluene). Product: OC1=C(C(N(C2=NC=CN=C21)C)=O)C2=NC(=NO2)C (8-hydroxy-5-methyl-7-(3-methyl-1,2,4-oxadiazol-5-yl)-5H-pyrido[2,3-b]pyrazin-6-one). Reaction SMILES: CO[C:3]([C:5]1[C:14](=[O:15])[N:13]([CH3:16])[C:8]2=[N:9][CH:10]=[CH:11][N:12]=[C:7]2[C:6]=1[O:17]C(=O)C(C)C)=[O:4].O[NH:24][C:25](=[NH:27])[CH3:26]>C1(C)C=CC=CC=1>[OH:17][C:6]1[C:7]2[C:8](=[N:9][CH:10]=[CH:11][N:12]=2)[N:13]([CH3:16])[C:14](=[O:15])[C:5]=1[C:3]1[O:4][N:27]=[C:25]([CH3:26])[N:24]=1. Procedure details: To a solution of 8-isobutyryloxy-5-methyl-6-oxo-5,6-dihydro-pyrido[2,3-b]pyrazine-7-carboxylic acid methyl ester (Example 7.3) (0.10 g) in toluene (4 ml) was added N-hydroxy-acetamidine (0.025 g). The reaction mixture was heated to reflux for 16 hours. The reaction mixture was cooled to ambient temperature and the solid was isolated by filtration and dried to give Compound No. B5 of Table 5 (0.050 g). Procedure: To a mixture of (4-methoxy-cyclohexyl)-methanol (1.25 g, 8.7 mmol) and trifluoromethanesulfonic acid 3-bromo-propyl ester (2.58 g, 9.55 mmol) in nitromethane (15 ml) was added 2,6-di-tert-butylpyridine (1.83 ml, 9.55 mmol). The reaction mixture was heated at 80° C. for 18 hours. The mixture was concentrated in vacuo and the residue purified by flash column chromatography on silica eluting with 20% ethyl acetate in hexane to give the title compound as a yellow oil (1.4 g, 61%). Reactants: COC1CCC(CC1)CO ((4-methoxy-cyclohexyl)-methanol), BrCCCOS(=O)(=O)C(F)(F)F (trifluoromethanesulfonic acid 3-bromo-propyl ester), [N+](=O)([O-])C (nitromethane), C(C)(C)(C)C1=NC(=CC=C1)C(C)(C)C (2,6-di-tert-butylpyridine). As a reaction SMILES: [CH3:1][O:2][CH:3]1[CH2:8][CH2:7][CH:6]([CH2:9]O)[CH2:5][CH2:4]1.[Br:11][CH2:12][CH2:13][CH2:14][O:15]S(C(F)(F)F)(=O)=O.C(C1C=[CH:31][CH:30]=[C:29]([C:33]([CH3:36])(C)C)N=1)(C)(C)C.[N+]([CH3:40])([O-])=O>>[Br:11][CH2:12][CH2:13][CH2:14][O:15][CH2:40][CH:29]1[CH2:30][CH2:31][CH:9]([C:6]2[CH:5]=[CH:4][C:3]([O:2][CH3:1])=[CH:8][CH:7]=2)[CH2:36][CH2:33]1. Yield: 61.0%. The product is BrCCCOCC1CCC(CC1)C1=CC=C(C=C1)OC (1-[4-(3-Bromo-propoxymethyl)-cyclohexyl]-4-methoxybenzene). Reaction conditions: temperature 80 celsius. Reactants: O=C(OOC(=O)c1ccccc1)c1ccccc1, O=C([O-])O, COc1ccnc(C(=O)NC2COC(=O)C(Cc3ccccc3)C(O)C(C)OC2=O)c1O, CSC, CC#N, CCOCC, CCOC(C)=O, CC(=O)O, [Na+]. Yields the product COc1ccnc(C(=O)NC2COC(=O)C(Cc3ccccc3)C(OCSC)C(C)OC2=O)c1O. Reaction SMILES: [C:36]([O:37][O:38][C:39](=[O:40])[c:41]1[cH:42][cH:43][cH:44][cH:45][cH:46]1)(=[O:47])[c:48]1[cH:49][cH:50][cH:51][cH:52][cH:53]1.[C:54](=[O:55])([OH:56])[O-:57].[CH2:1]([c:2]1[cH:3][cH:4][cH:5][cH:6][cH:7]1)[CH:8]1[C:9](=[O:32])[O:10][CH2:11][CH:12]([NH:20][C:21](=[O:22])[c:23]2[n:24][cH:25][cH:26][c:27]([O:30][CH3:31])[c:28]2[OH:29])[C:13](=[O:19])[O:14][CH:15]([CH3:18])[CH:16]1[OH:17].[CH3:33][S:34][CH3:35].[CH3:59][C:60]#[N:61].[CH3:62][CH2:63][O:64][CH2:65][CH3:66].[CH3:67][CH2:68][O:69][C:70](=[O:71])[CH3:72].[CH3:73][C:74](=[O:75])[OH:76].[Na+:58]>>[CH2:1]([c:2]1[cH:3][cH:4][cH:5][cH:6][cH:7]1)[CH:8]1[C:9](=[O:32])[O:10][CH2:11][CH:12]([NH:20][C:21](=[O:22])[c:23]2[n:24][cH:25][cH:26][c:27]([O:30][CH3:31])[c:28]2[OH:29])[C:13](=[O:19])[O:14][CH:15]([CH3:18])[CH:16]1[O:17][CH2:33][S:34][CH3:35]. Reactants: ClC1=NC=C(C(=N1)NCCC)I (2-chloro-5-iodo-N-propylpyrimidin-4-amine), C(#C)[C@H]1C[C@H](CCC1)NC(OC(C)(C)C)=O (tert-butyl ((1S,3R)-3-ethynylcyclohexyl)carbamate), C(C)(=O)OCC (ethyl acetate), [Cl-].[NH4+] (ammonium chloride). Reagents/catalysts: Cl[Pd]([P](C1=CC=CC=C1)(C2=CC=CC=C2)C3=CC=CC=C3)([P](C4=CC=CC=C4)(C5=CC=CC=C5)C6=CC=CC=C6)Cl (bis(triphenylphosphine)palladium(II) dichloride), [Cu]I (copper(I) iodide). Solvent: CN(C=O)C (N,N-dimethylformamide), C(C)N(CC)CC (triethylamine). Run at time 8 hour. Yields the product ClC1=NC=C(C(=N1)NCCC)C#C[C@H]1C[C@H](CCC1)NC(OC(C)(C)C)=O (tert-butyl ((1S,3R)-3-((2-chloro-4-(propylamino)pyrimidin-5-yl)ethynyl)cyclohexyl)carbamate). Isolated yield 80.6%. As a reaction SMILES: [Cl:1][C:2]1[N:7]=[C:6]([NH:8][CH2:9][CH2:10][CH3:11])[C:5](I)=[CH:4][N:3]=1.[C:13]([C@@H:15]1[CH2:20][CH2:19][CH2:18][C@H:17]([NH:21][C:22](=[O:28])[O:23][C:24]([CH3:27])([CH3:26])[CH3:25])[CH2:16]1)#[CH:14].C(OCC)(=O)C.[Cl-].[NH4+]>CN(C)C=O.C(N(CC)CC)C.Cl[Pd](Cl)([P](C1C=CC=CC=1)(C1C=CC=CC=1)C1C=CC=CC=1)[P](C1C=CC=CC=1)(C1C=CC=CC=1)C1C=CC=CC=1.[Cu]I>[Cl:1][C:2]1[N:7]=[C:6]([NH:8][CH2:9][CH2:10][CH3:11])[C:5]([C:14]#[C:13][C@@H:15]2[CH2:20][CH2:19][CH2:18][C@H:17]([NH:21][C:22](=[O:28])[O:23][C:24]([CH3:26])([CH3:25])[CH3:27])[CH2:16]2)=[CH:4][N:3]=1 |f:3.4,^1:51,70|. Procedure: To a solution of 2-chloro-5-iodo-N-propylpyrimidin-4-amine (F1, 78 mg), bis(triphenylphosphine)palladium(II) dichloride (18 mg) and copper(I) iodide (10 mg) in N,N-dimethylformamide (2 mL), triethylamine (181 μL) and tert-butyl ((1S,3R)-3-ethynylcyclohexyl)carbamate (P0, 70 mg) were added at room temperature, and the mixture was stirred at the same temperature for 8 hours. To the reaction mixture, ethyl acetate and saturated aqueous ammonium chloride were added. The organic layer was separated, ... Reactants: C(C)(C)(C)C1=CC=C(C(=O)N2[C@@](C[C@@H]([C@@H]2C2=CC=CC=C2)C2=NC=CN=C2)(C(=O)OC(C)(C)C)CC(C)C)C=C1 (rel-(2S,4S,5R)-1-(4-tert-butylbenzoyl)-2-isobutyl-4-pyrazin-2-yl-5-phenyl-pyrrolidine-2-carboxylic acid, tert butyl ester), C(=O)(C(F)(F)F)O (TFA). Product: C(C)(C)(C)C1=CC=C(C(=O)N2[C@@](C[C@@H]([C@@H]2C2=CC=CC=C2)C2=NC=CN=C2)(C(=O)O)CC(C)C)C=C1 (rel-(2S,4S,5R)-1-(4-tert-Butylbenzoyl)-2-isobutyl-4-(pyrazin-2-yl)-5-phenyl-pyrrolidine-2-carboxylic acid). Reaction SMILES: [C:1]([C:5]1[CH:40]=[CH:39][C:8]([C:9]([N:11]2[C@@H:15]([C:16]3[CH:21]=[CH:20][CH:19]=[CH:18][CH:17]=3)[C@@H:14]([C:22]3[CH:27]=[N:26][CH:25]=[CH:24][N:23]=3)[CH2:13][C@@:12]2([CH2:35][CH:36]([CH3:38])[CH3:37])[C:28]([O:30]C(C)(C)C)=[O:29])=[O:10])=[CH:7][CH:6]=1)([CH3:4])([CH3:3])[CH3:2].C(O)(C(F)(F)F)=O>>[C:1]([C:5]1[CH:40]=[CH:39][C:8]([C:9]([N:11]2[C@@H:15]([C:16]3[CH:21]=[CH:20][CH:19]=[CH:18][CH:17]=3)[C@@H:14]([C:22]3[CH:27]=[N:26][CH:25]=[CH:24][N:23]=3)[CH2:13][C@@:12]2([CH2:35][CH:36]([CH3:37])[CH3:38])[C:28]([OH:30])=[O:29])=[O:10])=[CH:7][CH:6]=1)([CH3:3])([CH3:2])[CH3:4]. Procedure: The tert-butyl ester from stage A was deprotected with TFA in a similar manner to that described in Example 1, to afford the title compound as a solid. The reactants are COc1cc(COC2CN(C(=O)OC(C)(C)C)CC(OCC(O)COS(=O)(=O)c3ccc(C)cc3)C2c2ccc(OCCCOc3ccccc3[N+](=O)[O-])cc2)cc2ccccc12, CS(C)=O, [Na+], [OH-]. The product is COc1cc(COC2CN(C(=O)OC(C)(C)C)CC(OCC3CO3)C2c2ccc(OCCCOc3ccccc3[N+](=O)[O-])cc2)cc2ccccc12. As a reaction SMILES: [C:1]([CH3:2])([CH3:3])([CH3:4])[O:5][C:6](=[O:7])[N:8]1[CH2:9][CH:10]([O:48][CH2:49][CH:50]([CH2:51][O:52][S:54]([c:55]2[cH:56][cH:57][c:58]([CH3:59])[cH:60][cH:61]2)(=[O:62])=[O:63])[OH:53])[CH:11]([c:28]2[cH:29][cH:30][c:31]([O:34][CH2:35][CH2:36][CH2:37][O:38][c:39]3[c:40]([N+:45](=[O:46])[O-:47])[cH:41][cH:42][cH:43][cH:44]3)[cH:32][cH:33]2)[CH:12]([O:14][CH2:15][c:16]2[cH:17][c:18]3[cH:19][cH:20][cH:21][cH:22][c:23]3[c:24]([O:26][CH3:27])[cH:25]2)[CH2:13]1.[CH3:66][S:67]([CH3:68])=[O:69].[Na+:65].[OH-:64]>>[C:1]([CH3:2])([CH3:3])([CH3:4])[O:5][C:6](=[O:7])[N:8]1[CH2:9][CH:10]([O:48][CH2:49][CH:50]2[CH2:51][O:52]2)[CH:11]([c:28]2[cH:29][cH:30][c:31]([O:34][CH2:35][CH2:36][CH2:37][O:38][c:39]3[c:40]([N+:45](=[O:46])[O-:47])[cH:41][cH:42][cH:43][cH:44]3)[cH:32][cH:33]2)[CH:12]([O:14][CH2:15][c:16]2[cH:17][c:18]3[cH:19][cH:20][cH:21][cH:22][c:23]3[c:24]([O:26][CH3:27])[cH:25]2)[CH2:13]1.